This data is from the Open Reaction Database (ORD), a public repository of structured organic reaction records. The task is: describe an organic reaction: reactants, conditions, products, and yield The reactants are C(C)(C)(C)NS(=O)(=O)C1=CC=C(C=C1)C1=CC(=CC=C1)C=1CC(NC2=C(N1)C=CC(=C2)C2=C(C=CC=C2)F)=O (3′-[7-(2-fluoro-phenyl)-4-oxo-4,5-dihydro-3H-benzo[b][1,4]diazepin-2-yl]-biphenyl-4-sulfonic acid tert-butylamide), C(=O)(C(F)(F)F)O (TFA). The product is FC1=C(C=CC=C1)C1=CC2=C(N=C(CC(N2)=O)C=2C=C(C=CC2)C2=CC=C(C=C2)S(=O)(=O)N)C=C1 (3′-[7-(2-Fluoro-phenyl)-4-oxo-4,5-dihydro-3H-benzo[b][1,4]diazepin-2-yl]-biphenyl-4-sulfonic acid amide). As a reaction SMILES: C([NH:5][S:6]([C:9]1[CH:14]=[CH:13][C:12]([C:15]2[CH:20]=[CH:19][CH:18]=[C:17]([C:21]3[CH2:22][C:23](=[O:39])[NH:24][C:25]4[CH:31]=[C:30]([C:32]5[CH:37]=[CH:36][CH:35]=[CH:34][C:33]=5[F:38])[CH:29]=[CH:28][C:26]=4[N:27]=3)[CH:16]=2)=[CH:11][CH:10]=1)(=[O:8])=[O:7])(C)(C)C.C(O)(C(F)(F)F)=O>>[F:38][C:33]1[CH:34]=[CH:35][CH:36]=[CH:37][C:32]=1[C:30]1[CH:29]=[CH:28][C:26]2[N:27]=[C:21]([C:17]3[CH:16]=[C:15]([C:12]4[CH:13]=[CH:14][C:9]([S:6]([NH2:5])(=[O:7])=[O:8])=[CH:10][CH:11]=4)[CH:20]=[CH:19][CH:18]=3)[CH2:22][C:23](=[O:39])[NH:24][C:25]=2[CH:31]=1. Procedure: ) The title compound was prepared from the above described 3′-[7-(2-fluoro-phenyl)-4-oxo-4,5-dihydro-3H-benzo[b][1,4]diazepin-2-yl]-biphenyl-4-sulfonic acid tert-butylamide (310 mg, 0.573 mmol, 45% purity) and TFA (5 mL) according to the general procedure I step 2. Obtained as an off-white solid (20 mg, 13%, 80% purity). MS (ISP) 486.0 [(M+H)+]; mp 240-250° C. (dec). Starting materials: COC(=O)c1c(F)cc(F)cc1NC(=O)Cc1ccc2c(c1)OCO2, CN1CCNCC1, CS(C)=O. Yields the product COC(=O)c1c(F)cc(N2CCN(C)CC2)cc1NC(=O)Cc1ccc2c(c1)OCO2. Reaction SMILES: [CH3:1][O:2][C:3]([c:4]1[c:5]([NH:12][C:13]([CH2:14][c:15]2[cH:16][c:17]3[c:18]([cH:22][cH:23]2)[O:19][CH2:20][O:21]3)=[O:24])[cH:6][c:7]([F:11])[cH:8][c:9]1[F:10])=[O:25].[CH3:26][N:27]1[CH2:28][CH2:29][NH:30][CH2:31][CH2:32]1.[CH3:33][S:34]([CH3:35])=[O:36]>>[CH3:1][O:2][C:3]([c:4]1[c:5]([NH:12][C:13]([CH2:14][c:15]2[cH:16][c:17]3[c:18]([cH:22][cH:23]2)[O:19][CH2:20][O:21]3)=[O:24])[cH:6][c:7]([N:30]2[CH2:29][CH2:28][N:27]([CH3:26])[CH2:32][CH2:31]2)[cH:8][c:9]1[F:10])=[O:25]. Starting materials: C(CC)C=1N=NN(C1)C1=CC=NC=C1 (4-(4-propyl-1H-1,2,3-triazol-1-yl)pyridine), CI (methyl iodide). Solvent: C(C)#N (acetonitrile). Product: [I-].C[N+]1=NN(C=C1CCC)C1=CC=NC=C1 (3-methyl-4-propyl-1-(pyridin-4-yl)-1H-1,2,3-triazol-3-ium iodide). Reaction SMILES: [CH2:1]([C:4]1[N:5]=[N:6][N:7]([C:9]2[CH:14]=[CH:13][N:12]=[CH:11][CH:10]=2)[CH:8]=1)[CH2:2][CH3:3].[CH3:15][I:16]>C(#N)C>[I-:16].[CH3:15][N+:5]1[C:4]([CH2:1][CH2:2][CH3:3])=[CH:8][N:7]([C:9]2[CH:14]=[CH:13][N:12]=[CH:11][CH:10]=2)[N:6]=1 |f:3.4|. Procedure details: 4-(4-propyl-1H-1,2,3-triazol-1-yl)pyridine (3.23 g, 17.15 mmol), methyl iodide (15 ml, 240 mmol), and acetonitrile (Volume: 20 ml) were added to a 100 mL round-bottom flask and refluxed for about 19 hours. The reaction was concentrated. The resulting solid was recrystallized from ethyl acetate (100 mL) and methanol (50 mL). The precipitate was filtered and dried in vacuo at 60° C. The following3-methyl-4-propyl-1-(pyridin-4-yl)-1H-1,2,3-triazol-3-ium iodide structure was confirmed: Reactants: CCCCc1nc2ccccc2n1C(C)c1ccc(OC(C(=O)OCC)c2ccccc2)cc1, CCO, [Na+], [OH-]. Yields the product CCCCc1nc2ccccc2n1C(C)c1ccc(OC(C(=O)O)c2ccccc2)cc1. RXN SMILES: [CH2:1]([CH2:2][CH2:3][CH3:4])[c:5]1[n:6][c:7]2[c:8]([n:9]1[CH:10]([c:11]1[cH:12][cH:13][c:14]([O:17][CH:18]([c:19]3[cH:20][cH:21][cH:22][cH:23][cH:24]3)[C:25](=[O:26])[O:27][CH2:28][CH3:29])[cH:15][cH:16]1)[CH3:30])[cH:31][cH:32][cH:33][cH:34]2.[CH3:37][CH2:38][OH:39].[Na+:36].[OH-:35]>>[CH2:1]([CH2:2][CH2:3][CH3:4])[c:5]1[n:6][c:7]2[c:8]([n:9]1[CH:10]([c:11]1[cH:12][cH:13][c:14]([O:17][CH:18]([c:19]3[cH:20][cH:21][cH:22][cH:23][cH:24]3)[C:25](=[O:26])[OH:27])[cH:15][cH:16]1)[CH3:30])[cH:31][cH:32][cH:33][cH:34]2. The reactants are C1(CC1)[C@@H](C1=CC(=CC=C1)F)NC(=O)CC1=C(C(=O)O)C(=CC=C1)F (2-({[(S)-Cyclopropyl-(3-fluoro-phenyl)-methyl]-carbamoyl}-methyl)-6-fluoro-benzoic acid), C(C(=O)Cl)(=O)Cl (Oxalyl chloride), C(CC)NC(C)=O (N-propyl-acetamide), N1=C(C=CC=C1C)C (2,6-lutidine), Cl (HCl). Run in ClCCCl (1,2-dichloroethane), [Cl-].[Na+].O (brine). Reaction conditions: temperature 0 celsius, time 30 minute. Product: C1(CC1)[C@@H](C1=CC(=CC=C1)F)NC(=O)C1=C(N(C(C2=C(C=CC=C12)F)=O)CCC)C (8-Fluoro-3-methyl-1-oxo-2-propyl-1,2-dihydro-isoquinoline-4-carboxylic acid [(S)-cyclopropyl-(3-fluoro-phenyl)-methyl]-amide). The yield is 42.0%. As a reaction SMILES: C(Cl)(=O)C(Cl)=O.[CH2:7]([NH:10][C:11](=O)[CH3:12])[CH2:8][CH3:9].N1C(C)=CC=CC=1C.[CH:22]1([C@H:25]([NH:33][C:34]([CH2:36][C:37]2[CH:45]=[CH:44][CH:43]=[C:42]([F:46])[C:38]=2[C:39]([OH:41])=O)=[O:35])[C:26]2[CH:31]=[CH:30][CH:29]=[C:28]([F:32])[CH:27]=2)[CH2:24][CH2:23]1.Cl>ClCCCl.[Cl-].[Na+].O>[CH:22]1([C@H:25]([NH:33][C:34]([C:36]2[C:37]3[C:38](=[C:42]([F:46])[CH:43]=[CH:44][CH:45]=3)[C:39](=[O:41])[N:10]([CH2:7][CH2:8][CH3:9])[C:11]=2[CH3:12])=[O:35])[C:26]2[CH:31]=[CH:30][CH:29]=[C:28]([F:32])[CH:27]=2)[CH2:23][CH2:24]1 |f:6.7.8|. Procedure: Oxalyl chloride (0.7 mL, 8 mmol) was added to N-propyl-acetamide (1.11 mL, 10 mmol) and 2,6-lutidine (1.39 mL, 12 mmol) in 50 mL 1,2-dichloroethane at 0° C. The reaction mixture was stirred at 0° C. for 30 minutes. 2-({[(S)-Cyclopropyl-(3-fluoro-phenyl)-methyl]-carbamoyl}-methyl)-6-fluoro-benzoic acid was added and the reaction mixture was refluxed for 20 hours. The reaction mixture was poured into 35 mL 1N HCl (aq.) and 50 mL brine. The mixture was extracted with ethyl acetate (250 mL). The org...